Dataset: the Open Reaction Database (ORD), a public repository of structured organic reaction records. Task: describe an organic reaction: reactants, conditions, products, and yield RXN SMILES: [H-].[Al+3].[Li+].[H-].[H-].[H-].C([O:10][C:11]1[C:16]([C:17]([CH3:20])([CH3:19])[CH3:18])=[CH:15][C:14]([O:21][CH2:22][CH2:23][CH3:24])=[C:13]([CH3:25])[C:12]=1[C:26]([CH3:29])([CH3:28])[CH3:27])(=O)C.[Cl-].[NH4+]>O1CCCC1>[C:26]([C:12]1[C:13]([CH3:25])=[C:14]([O:21][CH2:22][CH2:23][CH3:24])[CH:15]=[C:16]([C:17]([CH3:20])([CH3:19])[CH3:18])[C:11]=1[OH:10])([CH3:28])([CH3:29])[CH3:27] |f:0.1.2.3.4.5,7.8|. The reactants are [H-].[Al+3].[Li+].[H-].[H-].[H-] (Lithium aluminum hydride), C(C)(=O)OC1=C(C(=C(C=C1C(C)(C)C)OCCC)C)C(C)(C)C (1-acetoxy-2,6-di-tert-butyl-3-methyl-4-propyloxybenzen), [Cl-].[NH4+] (ammonium chloride). The solvent is O1CCCC1 (tetrahydrofuran), O1CCCC1 (tetrahydrofuran). Product: C(C)(C)(C)C1=C(C(=CC(=C1C)OCCC)C(C)(C)C)O (2,6-di-tert-butyl-3-methyl-4-propyloxyphenol). Procedure: Lithium aluminum hydride (100 mg) was suspended in tetrahydrofuran (5 ml) under a nitrogen atmosphere. A solution of the 1-acetoxy-2,6-di-tert-butyl-3-methyl-4-propyloxybenzen in tetrahydrofuran (5 ml) was added to the suspension and the mixture was refluxed for 3 h. A saturated aqueous solution of ammonium chloride was added to the reaction mixture under ice cooling and the precipitate was filtered off together with the anhydrous sodium sulfate. The filtrate was concentrated and purified by sil... Starting materials: CC(=O)[O-], CCO, Cl, NO, [Na+], CCCCCCCCCCC(=O)CCCCCNc1ccc(C(=O)OCC)cc1. The product is CCCCCCCCCCC(CCCCCNc1ccc(C(=O)OCC)cc1)=NO. RXN SMILES: [CH3:34][C:35](=[O:36])[O-:37].[CH3:38][CH2:39][OH:40].[ClH:30].[NH2:31][OH:32].[Na+:33].[O:1]=[C:2]([CH2:3][CH2:4][CH2:5][CH2:6][CH2:7][NH:8][c:9]1[cH:10][cH:11][c:12]([C:13](=[O:14])[O:15][CH2:16][CH3:17])[cH:18][cH:19]1)[CH2:20][CH2:21][CH2:22][CH2:23][CH2:24][CH2:25][CH2:26][CH2:27][CH2:28][CH3:29]>>[C:2]([CH2:3][CH2:4][CH2:5][CH2:6][CH2:7][NH:8][c:9]1[cH:10][cH:11][c:12]([C:13](=[O:14])[O:15][CH2:16][CH3:17])[cH:18][cH:19]1)([CH2:20][CH2:21][CH2:22][CH2:23][CH2:24][CH2:25][CH2:26][CH2:27][CH2:28][CH3:29])=[N:31][OH:32]. Reactants: C1(CCCC1)N1CCN(CC1)C(=O)C=1C=C2C=C(NC2=CC1)C(=O)N1CCS(CC1)(=O)=O ([5-(4-Cyclopentyl-piperazine-1-carbonyl)-1H-indol-2-yl]-(1,1-dioxo-thiomorpholin-4-yl)-methanone), C1(CCCC1)N1CCN(CC1)C(=O)C=1C=C2C=C(NC2=CC1)C(=O)N1CCS(CC1)(=O)=O ([5-(4-Cyclopentyl-piperazine-1-carbonyl)-1H-indol-2-yl]-(1,1-dioxo-thiomorpholin-4-yl)-methanone), F[B-](F)(F)F.N1(N=NC2=C1C=CC=C2)OC(=[N+](C)C)N(C)C (O-(benzotriazol-1-yl)-N,N,N′,N′-tetramethyluronium tetrafluoroborate), C(C)(C)N(C(C)C)CC (N,N-diisopropylethylamine). The solvent is CN(C=O)C (N,N-dimethylformamide). Procedure: The title compound was synthesized in analogy to example 1, from 5-(4-cyclobutyl-piperazine-1-carbonyl)-1H-indole-2-carboxylic acid hydrochloride (example 41, intermediate b)), O-(benzotriazol-1-yl)-N,N,N′,N′-tetramethyluronium tetrafluoroborate (commercially available) and N,N-diisopropylethylamine in N,N-dimethylformamide, to give the desired product as a light brown solid (82%). The product is C1(CCC1)N1CCN(CC1)C(=O)C=1C=C2C=C(NC2=CC1)C(=O)N1CCS(CC1)(=O)=O ([5-(4-Cyclobutyl-piperazine-1-carbonyl)-1H-indol-2-yl]-(1,1-dioxothiomorpholin-4-yl)-methanone). RXN SMILES: [CH:1]1([N:6]2[CH2:11][CH2:10][N:9]([C:12]([C:14]3[CH:15]=[C:16]4[C:20](=[CH:21][CH:22]=3)[NH:19][C:18]([C:23]([N:25]3[CH2:30][CH2:29][S:28](=[O:32])(=[O:31])[CH2:27][CH2:26]3)=[O:24])=[CH:17]4)=[O:13])[CH2:8][CH2:7]2)[CH2:5][CH2:4]C[CH2:2]1.F[B-](F)(F)F.N1(OC(N(C)C)=[N+](C)C)C2C=CC=CC=2N=N1.C(N(CC)C(C)C)(C)C>CN(C)C=O>[CH:1]1([N:6]2[CH2:11][CH2:10][N:9]([C:12]([C:14]3[CH:15]=[C:16]4[C:20](=[CH:21][CH:22]=3)[NH:19][C:18]([C:23]([N:25]3[CH2:30][CH2:29][S:28](=[O:32])(=[O:31])[CH2:27][CH2:26]3)=[O:24])=[CH:17]4)=[O:13])[CH2:8][CH2:7]2)[CH2:5][CH2:4][CH2:2]1 |f:1.2|. Isolated yield 82.0%. Reactants: C(CC)C=1C(=CC2=C(CCO2)C1)O (5-propyl-6-hydroxy-2,3-dihydrobenzofuran), C([O-])([O-])=O.[K+].[K+] (potassium carbonate), BrCC#CC (1-bromo-2-butyne). Solvent: CC(=O)C (acetone). Product: C(C#CC)OC1=CC2=C(CCO2)C=C1CCC (6-(but-2-ynyloxy)-5-propyl-2,3-dihydrobenzofuran). Reaction SMILES: [CH2:1]([C:4]1[C:5]([OH:13])=[CH:6][C:7]2[O:11][CH2:10][CH2:9][C:8]=2[CH:12]=1)[CH2:2][CH3:3].C(=O)([O-])[O-].[K+].[K+].Br[CH2:21][C:22]#[C:23][CH3:24]>CC(C)=O>[CH2:21]([O:13][C:5]1[C:4]([CH2:1][CH2:2][CH3:3])=[CH:12][C:8]2[CH2:9][CH2:10][O:11][C:7]=2[CH:6]=1)[C:22]#[C:23][CH3:24] |f:1.2.3|. Reported procedure: Following the same procedure as in Example 3 c), a mixture of 5.0 g (0.026 moles) of 5-propyl-6-hydroxy-2,3-dihydrobenzofuran (title 93.5%), 3.9 g (0.028 moles) of anhydrous potassium carbonate in ml 30 of acetone was added with 3.7 g (0.028 moles) of 1-bromo-2-butyne: the mixture was heated to reflux for 6 hrs. After cooling to room temperature, the mixture was filtered and the filtrate evaporated u.v (20° C./21 mbar). The residue so obtained was purified by chromatography on silica column (elu... Reactants: C1CCOC1, CC(C)(C)OC(=O)N1CCC(=Cc2cccc(Oc3ccc(B4OC(C)(C)C(C)(C)O4)cn3)c2)CC1. The product is CC(C)(C)OC(=O)N1CCC(=Cc2cccc(Oc3ccc(O)cn3)c2)CC1. As a reaction SMILES: [CH2:37]1[CH2:40][CH2:39][CH2:38][O:41]1.[CH3:1][C:2]1([CH3:3])[C:4]([CH3:5])([CH3:6])[O:7][B:8]([c:9]2[cH:10][cH:11][c:12]([O:15][c:16]3[cH:17][c:18]([CH:19]=[C:20]4[CH2:21][CH2:22][N:23]([C:26](=[O:27])[O:28][C:29]([CH3:30])([CH3:31])[CH3:32])[CH2:24][CH2:25]4)[cH:33][cH:34][cH:35]3)[n:13][cH:14]2)[O:36]1>>[c:9]1([OH:41])[cH:10][cH:11][c:12]([O:15][c:16]2[cH:17][c:18]([CH:19]=[C:20]3[CH2:21][CH2:22][N:23]([C:26](=[O:27])[O:28][C:29]([CH3:30])([CH3:31])[CH3:32])[CH2:24][CH2:25]3)[cH:33][cH:34][cH:35]2)[n:13][cH:14]1. Starting materials: C([O-])(O)=O.[Na+] (sodium bicarbonate), C([O-])([O-])=O.[K+].[K+] (Potassium carbonate), C(C)(=O)OCC1=NC(=NO1)C1=CC=C(C=C1)C(C(C)C)(C1=NC=C(C=C1)OCC1=NC=CC=C1)C ([3-(4-{1,2-dimethyl-1-[5-(pyridin-2-ylmethoxy)pyridin-2-yl]propyl}phenyl)-1,2,4-oxadiazol-5-yl]methyl acetate). The solvent is O (water), CO (MeOH). Run at time 1 hour. Yields the product CC(C(C)C)(C1=NC=C(C=C1)OCC1=NC=CC=C1)C1=CC=C(C=C1)C1=NOC(=N1)CO ([3-(4-{1,2-dimethyl-1-[5-(pyridin-2-ylmethoxy)pyridin-2-yl]propyl}phenyl)-1,2,4-oxadiazol-5-yl]methanol). As a reaction SMILES: C(=O)([O-])[O-].[K+].[K+].C([O:10][CH2:11][C:12]1[O:16][N:15]=[C:14]([C:17]2[CH:22]=[CH:21][C:20]([C:23]([CH3:41])([C:27]3[CH:32]=[CH:31][C:30]([O:33][CH2:34][C:35]4[CH:40]=[CH:39][CH:38]=[CH:37][N:36]=4)=[CH:29][N:28]=3)[CH:24]([CH3:26])[CH3:25])=[CH:19][CH:18]=2)[N:13]=1)(=O)C.C(=O)(O)[O-].[Na+]>O.CO>[CH3:41][C:23]([C:20]1[CH:21]=[CH:22][C:17]([C:14]2[N:13]=[C:12]([CH2:11][OH:10])[O:16][N:15]=2)=[CH:18][CH:19]=1)([C:27]1[CH:32]=[CH:31][C:30]([O:33][CH2:34][C:35]2[CH:40]=[CH:39][CH:38]=[CH:37][N:36]=2)=[CH:29][N:28]=1)[CH:24]([CH3:26])[CH3:25] |f:0.1.2,4.5|. Procedure: Potassium carbonate (743 mg, 5.38 mmol) in water (1.00 mL) was added to a stirred solution of 3c (0.896 mmol) in MeOH (3.00 mL) at rt. After approximately 1 h, the reaction mixture was poured into saturated aqueous sodium bicarbonate and extracted three times with EtOAc. The combined organic extracts were washed with water, brine, dried (sodium sulfate) and concentrated in vacuo. The crude residue was purified by flash chromatography on silica gel (gradient elution; 0%-6% MeOH/DCM as eluent) to ...